This data is from the Open Reaction Database (ORD), a public repository of structured organic reaction records. The task is: describe an organic reaction: reactants, conditions, products, and yield Starting materials: ice, COC=1C=C(N)C=CC1 (3-methoxyaniline), [Li]CCCC (n-BuLi), C1CCOC1 (THF), S(O)(O)(=O)=O (Sulfuric acid), F/C(=C/C(=O)OC)/OC ((E)-methyl 3-fluoro-3-methoxyacrylate), C1CCOC1 (THF), Cl (HCl). Run in O (water), CCCCCC (hexane), CCOCC (ether). Conditions: time 5 minute. The product is FC=1C(NC2=CC(=CC=C2C1)OC)=O (3-fluoro-7-methoxyquinolin-2(1H)-one). Yield: 97.2%. Reaction SMILES: [CH3:1][O:2][C:3]1[CH:4]=[C:5]([CH:7]=[CH:8][CH:9]=1)[NH2:6].[Li]CCCC.[F:15]/C(/OC)=C/C(OC)=O.Cl.S(=O)(=O)(O)O.[CH2:30]1C[O:33][CH2:32][CH2:31]1>CCCCCC.O.CCOCC>[F:15][C:31]1[C:32](=[O:33])[NH:6][C:5]2[C:7]([CH:30]=1)=[CH:8][CH:9]=[C:3]([O:2][CH3:1])[CH:4]=2. Reported procedure: To a solution of 3-methoxyaniline (1.718 mL, 15.29 mmol) in THF (12 mL) was added 2.5 N n-BuLi (5.965 mL, 14.91 mmol) in hexane at 0 C. The reaction mixture was stirred at 0 C for 5 minutes. (E)-methyl 3-fluoro-3-methoxyacrylate (1.00 g, 7.457 mmol) in THF (10 mL) was added. The mixture was stirred at 0° C. for one hour. 1 N HCl (20 mL) and ether (30 mL) were added. The organic layer was separated, washed with water, saturated sodium bicarbonate and brine, dried (sodium sulfate), filtered and co... The reactants are FC1=C(C=C(C=C1)C1=CC2=C(N=C(N=C2)SC)N(C1=O)C(C)C)[N+](=O)[O-] (6-(4-fluoro-3-nitrophenyl)-8-isopropyl-2-(methylthio)pyrido[2,3-d]pyrimidin-7(8H)-one), C1=CC(=CC(=C1)Cl)C(=O)OO (MCPBA), N (ammonia). The solvent is O1CCOCC1 (dioxane). The product is NC=1N=CC2=C(N1)N(C(C(=C2)C2=CC(=C(C=C2)F)[N+](=O)[O-])=O)C(C)C (2-amino-6-(4-fluoro-3-nitrophenyl)-8-isopropylpyrido[2,3-d]pyrimidin-7(8H)-one). The yield is 69.0%. As a reaction SMILES: [F:1][C:2]1[CH:7]=[CH:6][C:5]([C:8]2[C:19](=[O:20])[N:18]([CH:21]([CH3:23])[CH3:22])[C:11]3[N:12]=[C:13](SC)[N:14]=[CH:15][C:10]=3[CH:9]=2)=[CH:4][C:3]=1[N+:24]([O-:26])=[O:25].C1C=C(Cl)C=C(C(OO)=O)C=1.[NH3:38]>O1CCOCC1>[NH2:38][C:13]1[N:14]=[CH:15][C:10]2[CH:9]=[C:8]([C:5]3[CH:6]=[CH:7][C:2]([F:1])=[C:3]([N+:24]([O-:26])=[O:25])[CH:4]=3)[C:19](=[O:20])[N:18]([CH:21]([CH3:23])[CH3:22])[C:11]=2[N:12]=1. Procedure details: Using a procedure analogous to Example A1, 6-(4-fluoro-3-nitrophenyl)-8-isopropyl-2-(methylthio)pyrido[2,3-d]pyrimidin-7(8H)-one (0.82 g, 2.2 mmol), MCPBA (0.38 g, 2.2 mmol) and 0.5 M ammonia in dioxane (8 mL) were combined to afford 2-amino-6-(4-fluoro-3-nitrophenyl)-8-isopropylpyrido[2,3-d]pyrimidin-7(8H)-one as a yellow solid (0.52 g, 69% yield). 1H NMR (400 MHz, MeOH-d4): δ 8.61 (s, 1H), 8.44 (dd, J=7.6 Hz, 2.4 Hz, 1H), 8.03-8.00 (m, 1H), 7.95 (s, 1H), 7.48 (dd, J=10.8 Hz, 7.6 Hz, 1H), 5.96-...